This data is from the Open Reaction Database (ORD), a public repository of structured organic reaction records. The task is: describe an organic reaction: reactants, conditions, products, and yield The reactants are CCOC(C)=O, Cl, [H][H], CCC(C)(C)NCC(O)c1cc(Br)c(N)c(C(F)(F)F)c1, N. Product: Br, CCC(C)(C)NCC(O)c1ccc(N)c(C(F)(F)F)c1. Reaction SMILES: [CH3:26][CH2:27][O:28][C:29](=[O:30])[CH3:31].[ClH:1].[H:24][H:25].[NH2:2][c:3]1[c:4]([Br:22])[cH:5][c:6]([CH:13]([CH2:14][NH:15][C:16]([CH3:17])([CH3:18])[CH2:19][CH3:20])[OH:21])[cH:7][c:8]1[C:9]([F:10])([F:11])[F:12].[NH3:23]>>[BrH:22].[NH2:2][c:3]1[cH:4][cH:5][c:6]([CH:13]([CH2:14][NH:15][C:16]([CH3:17])([CH3:18])[CH2:19][CH3:20])[OH:21])[cH:7][c:8]1[C:9]([F:10])([F:11])[F:12]. Reactants: C(C)(C)(C)C=1C=C(C=C(C1O)C(C)(C)C)C1=NNC2=NC=CC=C21 (3-(3,5-di-tertiary butyl-4-hydroxyphenyl)-1H-pyrazolo[3,4-b]pyridine), C(C)(C)Br (isopropyl bromide). Yields the product C(C)(C)(C)C=1C=C(C=C(C1O)C(C)(C)C)C1=NN(C2=NC=CC=C21)C(C)C (3-(3,5-Di-tertiary butyl-4-hydroxyphenyl)-1-isopropyl-1H-pyrazolo[3,4-b]pyridine). RXN SMILES: [C:1]([C:5]1[CH:6]=[C:7]([C:16]2[C:24]3[C:19](=[N:20][CH:21]=[CH:22][CH:23]=3)[NH:18][N:17]=2)[CH:8]=[C:9]([C:12]([CH3:15])([CH3:14])[CH3:13])[C:10]=1[OH:11])([CH3:4])([CH3:3])[CH3:2].[CH:25](Br)([CH3:27])[CH3:26]>>[C:1]([C:5]1[CH:6]=[C:7]([C:16]2[C:24]3[C:19](=[N:20][CH:21]=[CH:22][CH:23]=3)[N:18]([CH:25]([CH3:27])[CH3:26])[N:17]=2)[CH:8]=[C:9]([C:12]([CH3:15])([CH3:14])[CH3:13])[C:10]=1[OH:11])([CH3:2])([CH3:3])[CH3:4]. Reported procedure: 3-(3,5-Di-tertiary butyl-4-hydroxyphenyl)-1-isopropyl-1H-pyrazolo[3,4-b]pyridine, melting at 147° C. is prepared by reacting the compound of Example 1 with isopropyl bromide similarly in Example 9, and recrystallizing from isopropyl ether. Reactants: O=C([O-])[O-], COC(=O)C(C1CCCCC1)n1c(=O)[nH]c2ccccc2c1=O, Cc1cccc2c1c(C[N+](C)(C)C)cn2C, CCOC(C)=O, [I-], [K+], [K+], CN(C)C=O. The product is COC(=O)C(C1CCCCC1)n1c(=O)c2ccccc2n(Cc2cn(C)c3cccc(C)c23)c1=O. As a reaction SMILES: [C:41](=[O:42])([O-:43])[O-:44].[CH3:1][O:2][C:3]([CH:4]([n:5]1[c:6](=[O:16])[nH:7][c:8]2[cH:9][cH:10][cH:11][cH:12][c:13]2[c:14]1=[O:15])[CH:17]1[CH2:18][CH2:19][CH2:20][CH2:21][CH2:22]1)=[O:23].[CH3:25][n:26]1[cH:27][c:28]([CH2:36][N+:37]([CH3:38])([CH3:39])[CH3:40])[c:29]2[c:30]([CH3:35])[cH:31][cH:32][cH:33][c:34]12.[CH3:52][CH2:53][O:54][C:55]([CH3:56])=[O:57].[I-:24].[K+:45].[K+:46].[O:47]=[CH:48][N:49]([CH3:50])[CH3:51]>>[CH3:1][O:2][C:3]([CH:4]([n:5]1[c:6](=[O:16])[n:7]([CH2:36][c:28]2[cH:27][n:26]([CH3:25])[c:34]3[c:29]2[c:30]([CH3:35])[cH:31][cH:32][cH:33]3)[c:8]2[cH:9][cH:10][cH:11][cH:12][c:13]2[c:14]1=[O:15])[CH:17]1[CH2:18][CH2:19][CH2:20][CH2:21][CH2:22]1)=[O:23]. Starting materials: CC(=O)O, OC1(c2ccc(Cl)nc2)CCCC1, [Na+], [OH-], O=S(=O)(O)O. Yields the product Clc1ccc(C2=CCCC2)cn1. As a reaction SMILES: [CH3:21][C:22](=[O:23])[OH:24].[Cl:1][c:2]1[cH:3][cH:4][c:5]([C:8]2([OH:13])[CH2:9][CH2:10][CH2:11][CH2:12]2)[cH:6][n:7]1.[Na+:20].[OH-:19].[S:14](=[O:15])(=[O:16])([OH:17])[OH:18]>>[Cl:1][c:2]1[cH:3][cH:4][c:5]([C:8]2=[CH:9][CH2:10][CH2:11][CH2:12]2)[cH:6][n:7]1. Starting materials: BrCCCCCCCCCCCCN1CCN(CC1)C1=CC=CC=C1 (1-bromo-12-(4-phenylpiperazinyl)dodecane), C(C)(C)C1=C(C(=CC=C1)C(C)C)NC(CSC(C)=O)=O (N-(2,6-diisopropylphenyl)-2-(acetylthio)acetamide), CO (methanol), ( 1 ), [OH-].[Na+] (sodium hydroxide), CO (methanol). Run in C(C)(=O)OCC (ethyl acetate). Reaction conditions: time 30 minute. Product: C(C)(C)C1=C(C(=CC=C1)C(C)C)NC(CSCCCCCCCCCCCCN1CCN(CC1)C1=CC=CC=C1)=O (N-(2,6-Diisopropylphenyl)-2-[12-(4-phenylpiperazinyl)dodecylthio]acetamide). Yield: 57.2%. RXN SMILES: [CH:1]([C:4]1[CH:9]=[CH:8][CH:7]=[C:6]([CH:10]([CH3:12])[CH3:11])[C:5]=1[NH:13][C:14](=[O:20])[CH2:15][S:16][C:17](=O)[CH3:18])([CH3:3])[CH3:2].CO.[OH-].[Na+].BrCC[CH2:28][CH2:29][CH2:30][CH2:31][CH2:32][CH2:33][CH2:34][CH2:35][CH2:36][CH2:37][N:38]1[CH2:43][CH2:42][N:41]([C:44]2[CH:49]=[CH:48][CH:47]=[CH:46][CH:45]=2)[CH2:40][CH2:39]1>C(OCC)(=O)C>[CH:1]([C:4]1[CH:9]=[CH:8][CH:7]=[C:6]([CH:10]([CH3:12])[CH3:11])[C:5]=1[NH:13][C:14](=[O:20])[CH2:15][S:16][CH2:17][CH2:18][CH2:28][CH2:29][CH2:30][CH2:31][CH2:32][CH2:33][CH2:34][CH2:35][CH2:36][CH2:37][N:38]1[CH2:43][CH2:42][N:41]([C:44]2[CH:45]=[CH:46][CH:47]=[CH:48][CH:49]=2)[CH2:40][CH2:39]1)([CH3:3])[CH3:2] |f:2.3|. Procedure: To a mixture of 1.47 g of N-(2,6-diisopropylphenyl)-2-(acetylthio)acetamide and 12 ml of methanol was added dropwise 1.7 ml of a 30% aqueous sodium hydroxide solution at 0° C. in an argon atmosphere. After stirring for 30 minutes, a mixture of 2.05 g of 1-bromo-12-(4-phenylpiperazinyl)dodecane synthesized in (1) above and 14 ml of methanol was added thereto, followed by stirring at 60° C. for 1 hour and then at room temperature for 16 hours. To the reaction mixture was added 100 ml of ethyl acet... Starting materials: OC1=C(C=C(C=O)C=C1)OC (4-hydroxy-3-methoxybenzaldehyde), O=CC1=CC(OC)=C(O)C=C1 (Vanillin), O=CC1=CC(OC)=C(O)C=C1 (Vanillin), C1(=CC=CC=C1)C(=O)C(O)C1=CC=CC=C1 (benzoin). Product: C=1(C(O)=CC=C(CC=C)C1)OC (eugenol), C=1(C(O)=CC=CC1)OC (guaiacol), lignin. Reaction SMILES: O=[CH:2][C:3]1[CH:11]=[CH:10][C:8]([OH:9])=[C:5]([O:6][CH3:7])[CH:4]=1.[C:12]1(C(C(C2C=CC=CC=2)O)=O)C=CC=C[CH:13]=1>>[C:5]1([O:6][CH3:7])[C:8](=[CH:10][CH:11]=[C:3]([CH:4]=1)[CH2:2][CH:12]=[CH2:13])[OH:9].[C:5]1([O:6][CH3:7])[C:8](=[CH:10][CH:11]=[CH:3][CH:4]=1)[OH:9]. Procedure: Vanillin has the chemical name 4-hydroxy-3-methoxybenzaldehyde and the chemical structure: ##STR1## Vanillin occurs naturally in vanilla beans, potato parings, and Siam benzoin, and is produced synthetically from eugenol or guaiacol or from the lignin waste from the wood pulp industry.